Dataset: the Open Reaction Database (ORD), a public repository of structured organic reaction records. Task: describe an organic reaction: reactants, conditions, products, and yield Reactants: S(C)(=O)(=O)O.NC=1C=2N(C=C(C1)C(=O)N)C(=C(N2)C)C (8-Amino-2,3-dimethylimidazo[1,2-a]pyridine-6-carboxamide mesylate), BrC1=C(CCl)C(=CC=C1)C (2-bromo-6-methylbenzylchloride), C(C)(C)N(CC)C(C)C (diisopropylethylamin), CN(C=O)C (dimethylformamide). Solvent: O (water), C(Cl)Cl (Methylene chloride). Reaction conditions: temperature 50 celsius, time 48 hour. The product is CC=1N=C2N(C=C(C=C2NCC2=C(C=CC=C2C)Br)C(=O)N)C1C (2,3-dimethyl-8-(2-bromo-6-methylbenzylamino)-imidazo[1,2-a]pyridine-6-carboxamide). The yield is 9.3%. RXN SMILES: S(O)(=O)(=O)C.[NH2:6][C:7]1[C:8]2[N:9]([C:16]([CH3:20])=[C:17]([CH3:19])[N:18]=2)[CH:10]=[C:11]([C:13]([NH2:15])=[O:14])[CH:12]=1.[Br:21][C:22]1[CH:29]=[CH:28][CH:27]=[C:26]([CH3:30])[C:23]=1[CH2:24]Cl.C(N(C(C)C)CC)(C)C.CN(C)C=O>O.C(Cl)Cl>[CH3:19][C:17]1[N:18]=[C:8]2[C:7]([NH:6][CH2:24][C:23]3[C:26]([CH3:30])=[CH:27][CH:28]=[CH:29][C:22]=3[Br:21])=[CH:12][C:11]([C:13]([NH2:15])=[O:14])=[CH:10][N:9]2[C:16]=1[CH3:20] |f:0.1|. Procedure: 8-Amino-2,3-dimethylimidazo[1,2-a]pyridine-6-carboxamide mesylate (1.0 g, 5.0 mmol), 2-bromo-6-methylbenzylchloride (45%)(3.0 g, 5.0 mmol) and diisopropylethylamin (2.2 g, 17 mmol) were added to dimethylformamide (50 ml) and stirred at 50° C. for 48 h. Methylene chloride and water were added to the reaction mixture, the organic layer was separated, washed with saturated sodium chloride, dried (Na2SO4) and evaporated under reduced pressure. Purification of the residue twice by column chromatograp... The reactants are OO (Hydrogen peroxide), [OH-].[Na+] (sodium hydroxide), COC1=CC=C(CN(CC2=CC=C(C=C2)OC)CCCC#N)C=C1 (4-[N,N-bis-(4-methoxybenzyl)amino]butyronitrile), O (water). Reagents/catalysts: S(=O)(=O)(O)[O-].C(CCC)[N+](CCCC)(CCCC)CCCC (tetra-n-butylammonium hydrogensulphate). Solvent: ClCCl (dichloromethane), ClCCl (dichloromethane). Reaction conditions: time 18 hour. The product is COC1=CC=C(CN(CC2=CC=C(C=C2)OC)CCCC(=O)N)C=C1 (4-[N,N-Bis-(4-Methoxybenzyl)amino]butyramide). As a reaction SMILES: [OH:1]O.[OH-].[Na+].[CH3:5][O:6][C:7]1[CH:28]=[CH:27][C:10]([CH2:11][N:12]([CH2:22][CH2:23][CH2:24][C:25]#[N:26])[CH2:13][C:14]2[CH:19]=[CH:18][C:17]([O:20][CH3:21])=[CH:16][CH:15]=2)=[CH:9][CH:8]=1.O>S([O-])(O)(=O)=O.C([N+](CCCC)(CCCC)CCCC)CCC.ClCCl>[CH3:21][O:20][C:17]1[CH:18]=[CH:19][C:14]([CH2:13][N:12]([CH2:22][CH2:23][CH2:24][C:25]([NH2:26])=[O:1])[CH2:11][C:10]2[CH:9]=[CH:8][C:7]([O:6][CH3:5])=[CH:28][CH:27]=2)=[CH:15][CH:16]=1 |f:1.2,5.6|. Procedure details: Hydrogen peroxide (30% w/v; 5.67 ml ), tetra-n-butylammonium hydrogensulphate (1.70 g) and 5N aqueous sodium hydroxide (4 ml) were added successively to a stirred solution of 4-[N,N-bis-(4-methoxybenzyl)amino]butyronitrile (3.24 g) in dichloromethane (10 ml), with water cooling. The mixture was stirred vigorously at room temperature for 18 hours and dichloromethane (100 ml) was added. The layers were separated and the organic phase was washed with saturated aqueous sodium chloride (1×10 ml), dri... Reactants: C1CCOC1, C1CCOC1, CC(=O)O, CCCC[N+](CCCC)(CCCC)CCCC, [F-], CC[Si](CC)(CC)OC(C)C1C(=O)N2C(C(=O)OCc3ccc([N+](=O)[O-])cc3)=C(c3ccc(OC(N)=O)cc3)CC12. Yields the product CC(O)C1C(=O)N2C(C(=O)OCc3ccc([N+](=O)[O-])cc3)=C(c3ccc(OC(N)=O)cc3)CC12. RXN SMILES: [CH2:64]1[O:65][CH2:66][CH2:67][CH2:68]1.[CH2:69]1[O:70][CH2:71][CH2:72][CH2:73]1.[CH3:42][C:43](=[O:44])[OH:45].[CH3:47][CH2:48][CH2:49][CH2:50][N+:51]([CH2:52][CH2:53][CH2:54][CH3:55])([CH2:56][CH2:57][CH2:58][CH3:59])[CH2:60][CH2:61][CH2:62][CH3:63].[F-:46].[NH2:1][C:2](=[O:3])[O:4][c:5]1[cH:6][cH:7][c:8]([C:11]2=[C:12]([C:29](=[O:30])[O:31][CH2:32][c:33]3[cH:34][cH:35][c:36]([N+:39](=[O:40])[O-:41])[cH:37][cH:38]3)[N:13]3[C:14](=[O:28])[CH:15]([CH:18]([CH3:19])[O:20][Si:21]([CH2:22][CH3:23])([CH2:24][CH3:25])[CH2:26][CH3:27])[CH:16]3[CH2:17]2)[cH:9][cH:10]1>>[NH2:1][C:2](=[O:3])[O:4][c:5]1[cH:6][cH:7][c:8]([C:11]2=[C:12]([C:29](=[O:30])[O:31][CH2:32][c:33]3[cH:34][cH:35][c:36]([N+:39](=[O:40])[O-:41])[cH:37][cH:38]3)[N:13]3[C:14](=[O:28])[CH:15]([CH:18]([CH3:19])[OH:20])[CH:16]3[CH2:17]2)[cH:9][cH:10]1. Starting materials: CNC(=O)CCN(C)c1nc(Cl)ncc1Br, O=C([O-])[O-], C1COCCO1, [Cs+], [Cs+], O=C(C=Cc1ccccc1)C=Cc1ccccc1, O=C(C=Cc1ccccc1)C=Cc1ccccc1, O=C(C=Cc1ccccc1)C=Cc1ccccc1, [Pd], [Pd], CC1(C)c2cccc(P(c3ccccc3)c3ccccc3)c2Oc2c(P(c3ccccc3)c3ccccc3)cccc21. Yields the product CN1CCC(=O)N(C)c2cnc(Cl)nc21. As a reaction SMILES: [Br:1][c:2]1[c:3]([N:9]([CH2:10][CH2:11][C:12](=[O:13])[NH:14][CH3:15])[CH3:16])[n:4][c:5]([Cl:8])[n:6][cH:7]1.[C:59](=[O:60])([O-:61])[O-:62].[CH2:65]1[O:66][CH2:67][CH2:68][O:69][CH2:70]1.[Cs+:63].[Cs+:64].[O:109]=[C:110]([CH:111]=[CH:112][c:113]1[cH:114][cH:115][cH:116][cH:117][cH:118]1)[CH:119]=[CH:120][c:121]1[cH:122][cH:123][cH:124][cH:125][cH:126]1.[O:73]=[C:74]([CH:75]=[CH:76][c:77]1[cH:78][cH:79][cH:80][cH:81][cH:82]1)[CH:83]=[CH:84][c:85]1[cH:86][cH:87][cH:88][cH:89][cH:90]1.[O:91]=[C:92]([CH:93]=[CH:94][c:95]1[cH:96][cH:97][cH:98][cH:99][cH:100]1)[CH:101]=[CH:102][c:103]1[cH:104][cH:105][cH:106][cH:107][cH:108]1.[Pd:71].[Pd:72].[c:17]1([P:18]([c:19]2[cH:20][cH:21][cH:22][cH:23][cH:24]2)[c:25]2[cH:26][cH:27][cH:28][c:29]3[c:30]2[O:31][c:32]2[c:33]([P:34]([c:35]4[cH:36][cH:37][cH:38][cH:39][cH:40]4)[c:41]4[cH:42][cH:43][cH:44][cH:45][cH:46]4)[cH:47][cH:48][cH:49][c:50]2[C:51]3([CH3:52])[CH3:53])[cH:54][cH:55][cH:56][cH:57][cH:58]1>>[c:2]12[c:3]([n:4][c:5]([Cl:8])[n:6][cH:7]1)[N:9]([CH3:16])[CH2:10][CH2:11][C:12](=[O:13])[N:14]2[CH3:15]. The reactants are [Al+3], CC(=O)Cl, [Cl-], [Cl-], [Cl-], ClCCl, Fc1cccc2ccccc12, O. Yields the product CC(=O)c1ccc(F)c2ccccc12. As a reaction SMILES: [Al+3:13].[CH3:19][C:20]([Cl:21])=[O:22].[Cl-:12].[Cl-:14].[Cl-:15].[Cl:16][CH2:17][Cl:18].[F:1][c:2]1[cH:3][cH:4][cH:5][c:6]2[cH:7][cH:8][cH:9][cH:10][c:11]12.[OH2:23]>>[F:1][c:2]1[cH:3][cH:4][c:5]([C:20]([CH3:19])=[O:22])[c:6]2[cH:7][cH:8][cH:9][cH:10][c:11]12.